This data is from the Open Reaction Database (ORD), a public repository of structured organic reaction records. The task is: describe an organic reaction: reactants, conditions, products, and yield The reactants are ClC1=CC2=C(NC(=N2)CC(F)(F)F)C=C1Cl (5,6-dichloro-2-(2,2,2-trifluoro-ethyl)-1H-benzimidazole), C([O-])([O-])=O.[K+].[K+] (potassium carbonate), CC=1C=C(CBr)C=CC1 (3-methylbenzyl bromide). Solvent: CN(C)C=O (DMF). Run at time 8 hour. Yields the product ClC1=CC2=C(N(C(=N2)CC(F)(F)F)CC2=CC(=CC=C2)C)C=C1Cl (5,6-Dichloro-1-(3-methyl-benzyl)-2-(2,2,2-trifluoro-ethyl)-1H-benzoimidazole). Reaction SMILES: [Cl:1][C:2]1[C:15]([Cl:16])=[CH:14][C:5]2[NH:6][C:7]([CH2:9][C:10]([F:13])([F:12])[F:11])=[N:8][C:4]=2[CH:3]=1.C(=O)([O-])[O-].[K+].[K+].[CH3:23][C:24]1[CH:25]=[C:26]([CH:29]=[CH:30][CH:31]=1)[CH2:27]Br>CN(C=O)C>[Cl:16][C:15]1[C:2]([Cl:1])=[CH:3][C:4]2[N:8]([CH2:23][C:24]3[CH:31]=[CH:30][CH:29]=[C:26]([CH3:27])[CH:25]=3)[C:7]([CH2:9][C:10]([F:12])([F:13])[F:11])=[N:6][C:5]=2[CH:14]=1 |f:1.2.3|. Procedure details: To 5,6-dichloro-2-(2,2,2-trifluoro-ethyl)-1H-benzimidazole (360 mg) in DMF (5 mL) was added potassium carbonate powder (555 mg) and 3-methylbenzyl bromide (774 mg). The resulting mixture was stirred at room temperature overnight. The reaction mixture was quenched with water, extracted with EtOAc, and dried over Na2SO4. The crude product was purified by silica gel chromatography (10%-40% EtOAc/hexanes) to yield the title compound as an off-white solid. Starting materials: ClC1=NC=2N(C(NC(C2N1CC=C)=O)=O)CCC (8-chloro-7-(2-propen-1-yl)-3-propyl-3,7-dihydro-1H-purine-2,6-dione), C([O-])([O-])=O.[Cs+].[Cs+] (caesium carbonate), BrCC#N (bromoacetonitrile), N1CCOCC1 (morpholine), Cl (hydrochloric acid). Reagents/catalysts: C=1C=CC(=CC1)[P](C=2C=CC=CC2)(C=3C=CC=CC3)[Pd]([P](C=4C=CC=CC4)(C=5C=CC=CC5)C=6C=CC=CC6)([P](C=7C=CC=CC7)(C=8C=CC=CC8)C=9C=CC=CC9)[P](C=1C=CC=CC1)(C=1C=CC=CC1)C=1C=CC=CC1 (tetrakis(triphenylphosphine)palladium(0)). Solvent: CN(C)C=O (DMF). Reaction conditions: temperature 80 celsius. The product is ClC1=NC=2N(C(N(C(C2N1)=O)CC#N)=O)CCC ((8-chloro-2,6-dioxo-3-propyl-2,3,6,7-tetrahydro-1H-purin-1-yl)acetonitrile). The yield is 32.9%. As a reaction SMILES: [Cl:1][C:2]1[N:10](CC=C)[C:9]2[C:8](=[O:14])[NH:7][C:6](=[O:15])[N:5]([CH2:16][CH2:17][CH3:18])[C:4]=2[N:3]=1.C(=O)([O-])[O-].[Cs+].[Cs+].Br[CH2:26][C:27]#[N:28].N1CCOCC1.Cl>CN(C=O)C.C1C=CC([P]([Pd]([P](C2C=CC=CC=2)(C2C=CC=CC=2)C2C=CC=CC=2)([P](C2C=CC=CC=2)(C2C=CC=CC=2)C2C=CC=CC=2)[P](C2C=CC=CC=2)(C2C=CC=CC=2)C2C=CC=CC=2)(C2C=CC=CC=2)C2C=CC=CC=2)=CC=1>[Cl:1][C:2]1[NH:10][C:9]2[C:8](=[O:14])[N:7]([CH2:26][C:27]#[N:28])[C:6](=[O:15])[N:5]([CH2:16][CH2:17][CH3:18])[C:4]=2[N:3]=1 |f:1.2.3,^1:44,46,65,84|. Procedure: A solution of 8-chloro-7-(2-propen-1-yl)-3-propyl-3,7-dihydro-1H-purine-2,6-dione (0.067 g, 0.25 mmol) in DMF (2 ml) was treated with caesium carbonate (0.082 g, 0.25 mmol) and bromoacetonitrile (0.044 g, 0.37 mmol). The mixture was heated at 80° C. for 4 hours then cooled to ambient temperature. The DMF was removed in vacuo and the residue treated with THF (2 ml). The solvent was degassed by the successive application of vacuum and nitrogen pressure to the reaction mixture. The mixture was then...